This data is from the Open Reaction Database (ORD), a public repository of structured organic reaction records. The task is: describe an organic reaction: reactants, conditions, products, and yield Starting materials: O1[C@@H]2[C@@H](C(C[C@@H]21)(C2=CC=CC=C2)C2=CC=CC=C2)O ((-)-rel-(1R,2R,3S)-2,3-epoxy-5,5-diphenylcyclopentan-1-ol), C(Cl)Cl (methylene chloride), C(C)(C)(C)N (t-butylamine). The reagents and catalysts are CC([O-])C.[Ti+4].CC([O-])C.CC([O-])C.CC([O-])C (titanium(IV) isopropoxide). Solvent: C(C)(C)O (isopropyl alcohol). Conditions: time 30 minute. Yields the product Cl.C(C)(C)(C)N[C@H]1[C@@H]([C@@H](C(C1)(C1=CC=CC=C1)C1=CC=CC=C1)O)O ((-)-rel-(1R,2S,3R)-3-t-butylamino-5,5-diphenylcyclopentane-1,2-diol hydrochloride). RXN SMILES: [O:1]1[C@@H:6]2[C@H:2]1[C@H:3]([OH:19])[C:4]([C:13]1[CH:18]=[CH:17][CH:16]=[CH:15][CH:14]=1)([C:7]1[CH:12]=[CH:11][CH:10]=[CH:9][CH:8]=1)[CH2:5]2.[C:20]([NH2:24])([CH3:23])([CH3:22])[CH3:21].C(Cl)[Cl:26]>C(O)(C)C.CC(C)[O-].[Ti+4].CC(C)[O-].CC(C)[O-].CC(C)[O-]>[ClH:26].[C:20]([NH:24][C@@H:6]1[CH2:5][C:4]([C:7]2[CH:8]=[CH:9][CH:10]=[CH:11][CH:12]=2)([C:13]2[CH:18]=[CH:17][CH:16]=[CH:15][CH:14]=2)[C@@H:3]([OH:19])[C@H:2]1[OH:1])([CH3:23])([CH3:22])[CH3:21] |f:4.5.6.7.8,9.10|. Procedure: To a solution of (-)-rel-(1R,2R,3S)-2,3-epoxy-5,5-diphenylcyclopentan-1-ol (297 mg) in methylene chloride (3 ml) and isopropyl alcohol (1.2 ml) was added titanium(IV) isopropoxide (0.46 ml) with ice bath cooling. After being stirred for 30 minutes, t-butylamine (0.25 ml) was added thereto, and the mixture was stirred at room temperature overnight. The solution was evaporated in vacuo and the residue was dissolved in diethyl ether (3 ml). To the solution was added 3N hydrochloric acid (1.66 ml) i... The reactants are C(C)(C)(C)C1=C(C(C=O)=CC(=C1)CCl)O (3-tert-Butyl-5-chloromethylsalicylaldehyde), C(C)NCC (diethylamine). Solvent: C(C)#N (acetonitrile). Conditions: temperature 30 celsius, time 8 hour. Yields the product Cl.C(C)(C)(C)C1=C(C(C=O)=CC(=C1)CN(CC)CC)O (3-tert-Butyl-5-diethylaminomethylsalicylaldehyde hydrochloride). Yield: 77.0%. Reaction SMILES: [C:1]([C:5]1[CH:12]=[C:11]([CH2:13][Cl:14])[CH:10]=[C:7]([CH:8]=[O:9])[C:6]=1[OH:15])([CH3:4])([CH3:3])[CH3:2].[CH2:16]([NH:18][CH2:19][CH3:20])[CH3:17]>C(#N)C>[ClH:14].[C:1]([C:5]1[CH:12]=[C:11]([CH2:13][N:18]([CH2:19][CH3:20])[CH2:16][CH3:17])[CH:10]=[C:7]([CH:8]=[O:9])[C:6]=1[OH:15])([CH3:4])([CH3:3])[CH3:2] |f:3.4|. Procedure details: To a solution of 3-tert-butyl-5-chloromethylsalicylaldehyde (8)(226.5 mg, 1 mmol) in acetonitrile (60 mL), diethylamine (1 mmol) was added dropwise to give a greenish solution. The reaction was stirred at 30° C. overnight. After evaporation of volatiles, a green oil was obtained and it was used without any purification for the next step. Yield: 77%. Green oil. IR 3300, 2899, 1720. 1H-NMR δH (CDCl3, 300 MHz): 1.35 (9H, s, C(CH3)3), 1.45 (61-1, t, J=7.2 Hz, 2×CH2CH3), 3.43 (4H, q, J=7.2 Hz, 2×CH2C... The reactants are ClC1=C(C=CC(=C1)Cl)C(CN1N=CN=C1)(CN)O (2-(2,4-dichlorophenyl)-3-amino-1-(1H-1,2,4-triazol-1-yl)propan-2-ol), [N+](=O)([O-])C1=C(C=CC(=C1)C(F)(F)F)S(=O)(=O)Cl (2-nitro-4-trifluromethylbenzenesulfonylchloride). Product: ClC1=C(C=CC(=C1)Cl)C(CN1N=CN=C1)(CNS(=O)(=O)C1=C(C=C(C=C1)C(F)(F)F)[N+](=O)[O-])O (2- (2,4-Dichlorophenyl)-3-(4-trifluromethyl-2-nitrobenzenesulfonamido)-1-(1H-1,2,4-triazol-1-yl)propan-2-ol). Reaction SMILES: [Cl:1][C:2]1[CH:7]=[C:6]([Cl:8])[CH:5]=[CH:4][C:3]=1[C:9]([OH:18])([CH2:16][NH2:17])[CH2:10][N:11]1[CH:15]=[N:14][CH:13]=[N:12]1.[N+:19]([C:22]1[CH:27]=[C:26]([C:28]([F:31])([F:30])[F:29])[CH:25]=[CH:24][C:23]=1[S:32](Cl)(=[O:34])=[O:33])([O-:21])=[O:20]>>[Cl:1][C:2]1[CH:7]=[C:6]([Cl:8])[CH:5]=[CH:4][C:3]=1[C:9]([OH:18])([CH2:16][NH:17][S:32]([C:23]1[CH:24]=[CH:25][C:26]([C:28]([F:30])([F:31])[F:29])=[CH:27][C:22]=1[N+:19]([O-:21])=[O:20])(=[O:33])=[O:34])[CH2:10][N:11]1[CH:15]=[N:14][CH:13]=[N:12]1. Procedure: Following the procedure described in the preceeding examples but using 2-(2,4-dichlorophenyl)-3-amino-1-(1H-1,2,4-triazol-1-yl)propan-2-ol and 2-nitro-4-trifluromethylbenzenesulfonylchloride, the title compound was obtained in a similar yield: mp 97°-105° C.; 1H NMR (80 MHz, CDCl3)δ(TMS) 8.4-7.7 (m, 4H, arom), 7.6-6.9 (m, 3H, arom.), 6.03 (br, t, J=5 Hz, 1H, NH), 4.98 (AB system, Δv=0.66, J=14.5 Hz, 2H, CH2 -Tr), 3.87 (d, J=6Hz, 2H, CH2NH). Anal calcd. for C18H14Cl2F3N5O5S; C 40.01%; H 2.61%; N ... Reactants: CN, C1CCC2OC2C1. Yields the product CNC1CCCCC1O. RXN SMILES: [CH3:8][NH2:9].[CH:1]12[CH:2]([CH2:3][CH2:4][CH2:5][CH2:6]1)[O:7]2>>[CH:1]1([NH:9][CH3:8])[CH:2]([OH:7])[CH2:3][CH2:4][CH2:5][CH2:6]1. Starting materials: CN(C)S(=O)(=O)c1ccc(C(O)c2cccc(O[Si](C)(C)C(C)(C)C)c2)cc1, ClCCl, O=S(Cl)Cl. Product: CN(C)S(=O)(=O)c1ccc(C(Cl)c2cccc(O[Si](C)(C)C(C)(C)C)c2)cc1. As a reaction SMILES: [C:1]([CH3:2])([CH3:3])([CH3:4])[Si:5]([O:6][c:7]1[cH:8][c:9]([CH:10]([OH:11])[c:12]2[cH:13][cH:14][c:15]([S:18](=[O:19])(=[O:20])[N:21]([CH3:22])[CH3:23])[cH:16][cH:17]2)[cH:24][cH:25][cH:26]1)([CH3:27])[CH3:28].[Cl:33][CH2:34][Cl:35].[S:29]([Cl:30])([Cl:31])=[O:32]>>[C:1]([CH3:2])([CH3:3])([CH3:4])[Si:5]([O:6][c:7]1[cH:8][c:9]([CH:10]([c:12]2[cH:13][cH:14][c:15]([S:18](=[O:19])(=[O:20])[N:21]([CH3:22])[CH3:23])[cH:16][cH:17]2)[Cl:31])[cH:24][cH:25][cH:26]1)([CH3:27])[CH3:28]. Starting materials: COC(C(CC1CCCC1)C1=CC(=CC=C1)OC)=O (3-cyclopentyl-2-(3-methoxy-phenyl)-propionic acid methyl ester), [OH-].[Na+] (sodium hydroxide), O (water). Run in O1CCCC1.O.CO (tetrahydrofuran water methanol). Conditions: temperature 25 celsius, time 48 hour. Yields the product hexanes ethyl acetate, C1(CCCC1)CC(C(=O)O)C1=CC(=CC=C1)OC (3-cyclopentyl-2-(3-methoxy-phenyl)-propionic acid). Yield: 79.9%. RXN SMILES: C[O:2][C:3](=[O:19])[CH:4]([C:11]1[CH:16]=[CH:15][CH:14]=[C:13]([O:17][CH3:18])[CH:12]=1)[CH2:5][CH:6]1[CH2:10][CH2:9][CH2:8][CH2:7]1.[OH-].[Na+].O>O1CCCC1.O.CO>[CH:6]1([CH2:5][CH:4]([C:11]2[CH:16]=[CH:15][CH:14]=[C:13]([O:17][CH3:18])[CH:12]=2)[C:3]([OH:19])=[O:2])[CH2:10][CH2:9][CH2:8][CH2:7]1 |f:1.2,4.5.6|. Reported procedure: A solution of 3-cyclopentyl-2-(3-methoxy-phenyl)-propionic acid methyl ester (1.39 g, 5.29 mmol) in tetrahydrofuran/water/methanol (13.2 mL, 3:1:1) at 25° C. was treated with a 2N aqueous sodium hydroxide solution (3.97 mL, 7.94 mmol). The reaction was stirred at 25° C. for 48 h. At this time, the reaction mixture was poured into water (50 mL) and extracted with chloroform (3×25 mL). The aqueous layer was acidified to pH=1 with a 1N aqueous hydrochloric acid solution. The aqueous layer was extra... The reactants are Grignard reagent, CN1CCCN(C1=O)C (DMPU), C(CCC)[Li] (n-butyllithium), C#CC1=CC=CC=C1 (phenylacetylide), C1(C=CC(C=C1)=O)=O (benzoquinone), C1(=CC=CC=C1)C#C (phenylacetylene), BrCCC1(OCCO1)C (2-(2-bromoethyl)-2-methyl-1,3-dioxolane), BrC(C)Br (dibromoethane), [Mg] (magnesium). The solvent is C1CCOC1 (THF), C1CCOC1 (THF), C1CCOC1 (THF), C1CCOC1 (THF). Run at temperature -78 celsius, time 30 minute. Product: OC1(C=CC(CC1CCC1(OCCO1)C)=O)C#CC1=CC=CC=C1 (4-Hydroxy-5-[2-(2-methyl-1,3-dioxolan-2-yl)ethyl]-4-(phenylethynyl)-2-cyclohexen-1-one). Yield: 19.4%. As a reaction SMILES: Br[CH2:2][CH2:3][C:4]1([CH3:9])[O:8][CH2:7][CH2:6][O:5]1.BrC(Br)C.[Mg].[C:15]1([C:21]#[CH:22])[CH:20]=[CH:19][CH:18]=[CH:17][CH:16]=1.C([Li])CCC.[C:28]1(=[O:35])[CH:33]=[CH:32][C:31](=[O:34])[CH:30]=[CH:29]1.CN1C(=O)N(C)CCC1>C1COCC1>[OH:34][C:31]1([C:22]#[C:21][C:15]2[CH:20]=[CH:19][CH:18]=[CH:17][CH:16]=2)[CH:32]([CH2:2][CH2:3][C:4]2([CH3:9])[O:8][CH2:7][CH2:6][O:5]2)[CH2:33][C:28](=[O:35])[CH:29]=[CH:30]1. Procedure details: A solution of the product of Example 7a (9.75 g, 0.05 mole, 1.3 eq), dibromoethane (6.4 g, 0.03 mole, 0.8 eq), and 30 mL of dry THF was added over a 2.5 hr period to a slurry of 99.9% magnesium turnings (3.6 g, 0.15 mole, 3 eq) and 75 mL THF with vigorous stirring. The temperature was maintained at 24°-27° C. by external cooling. The resulting Grignard solution was then cooled to -78° C. until further use. In a separate flask, phenylacetylene (3.9 g, 0.038 mole, 1 eq) in 20 mL THF was cooled to ... Reaction SMILES: [Cl:1][C:2]1[CH:3]=[C:4]([CH:22]=[CH:23][C:24]=1[Cl:25])[NH:5][CH:6]1[CH2:11][CH2:10][N:9]([CH2:12][CH2:13][NH:14]C(=O)OC(C)(C)C)[CH2:8][CH2:7]1.FC(F)(F)C(O)=O>ClCCl>[NH2:14][CH2:13][CH2:12][N:9]1[CH2:10][CH2:11][CH:6]([NH:5][C:4]2[CH:22]=[CH:23][C:24]([Cl:25])=[C:2]([Cl:1])[CH:3]=2)[CH2:7][CH2:8]1. Starting materials: ClC=1C=C(NC2CCN(CC2)CCNC(OC(C)(C)C)=O)C=CC1Cl (tert-Butyl 2-[4-(3,4-dichloroanilino)-1-piperidinyl]ethylcarbamate), FC(C(=O)O)(F)F (trifluoroacetic acid). The solvent is ClCCl (dichloromethane). Yields the product NCCN1CCC(CC1)NC1=CC(=C(C=C1)Cl)Cl (1-(2-Aminoethyl)-N-(3,4-dichlorophenyl)-4-piperidinamine). Reported procedure: The product from step (iii) above (1.2 g) was dissolved in dichloromethane (30 ml) and trifluoroacetic acid (10 ml) added. After 72 hours at room temperature the reaction mixture was evaporated and residue triturated under ether to give the sub-titled product as a solid (1.6 g). RXN SMILES: [CH2:1]([CH2:2][CH2:3][CH3:4])[c:5]1[n:6]([CH2:17][O:18][CH2:19][CH2:20][Si:21]([CH3:22])([CH3:23])[CH3:24])[c:7]([CH2:10][CH2:11][C:12](=[O:13])[O:14][CH2:15][CH3:16])[cH:8][n:9]1.[CH3:26][CH2:27][OH:28].[ClH:25]>>[CH2:1]([CH2:2][CH2:3][CH3:4])[c:5]1[n:6][c:7]([CH2:10][CH2:11][C:12](=[O:13])[O:14][CH2:15][CH3:16])[cH:8][nH:9]1. Product: CCCCc1nc(CCC(=O)OCC)c[nH]1. Starting materials: CCCCc1ncc(CCC(=O)OCC)n1COCC[Si](C)(C)C, CCO, Cl. Starting materials: ClC1=C(C(=O)NCC23CC4CC(CC(C2)C4)C3)C=C(C=C1)C[C@H]1OC1 (2-Chloro-5-[(2R)-2-oxiranylmethyl]-N-(tricyclo[3.3.1.13,7]dec-1-ylmethyl)-benzamide), CNC (dimethylamine), CN1C(CCC1)=O (1-methyl-2-pyrrolidinone), Cl (hydrogen chloride). The solvent is [Cl-].[Na+].O (brine), ClCCl (dichloromethane). The product is Cl.ClC1=C(C(=O)NCC23CC4CC(CC(C2)C4)C3)C=C(C=C1)C[C@H](CN(C)C)O (2-Chloro-5-[(2R)-3-(dimethylamino)-2-hydroxypropyl]-N-(tricyclo[3.3.1.13,7]dec-1-ylmethyl)-benzamide, hydrochloride). Reaction SMILES: [Cl:1][C:2]1[CH:21]=[CH:20][C:19]([CH2:22][C@@H:23]2[CH2:25][O:24]2)=[CH:18][C:3]=1[C:4]([NH:6][CH2:7][C:8]12[CH2:17][CH:12]3[CH2:13][CH:14]([CH2:16][CH:10]([CH2:11]3)[CH2:9]1)[CH2:15]2)=[O:5].[CH3:26][NH:27][CH3:28].CN1CCCC1=O.Cl>[Cl-].[Na+].O.ClCCl>[ClH:1].[Cl:1][C:2]1[CH:21]=[CH:20][C:19]([CH2:22][C@@H:23]([OH:24])[CH2:25][N:27]([CH3:28])[CH3:26])=[CH:18][C:3]=1[C:4]([NH:6][CH2:7][C:8]12[CH2:15][CH:14]3[CH2:16][CH:10]([CH2:11][CH:12]([CH2:13]3)[CH2:17]1)[CH2:9]2)=[O:5] |f:4.5.6,8.9|. Reported procedure: 2-Chloro-5-[(2R)-2-oxiranylmethyl]-N-(tricyclo[3.3.1.13,7]dec-1-ylmethyl)-benzamide (Example 5c) (133 mg), dimethylamine (40% solution in water, 3 mL) and 1-methyl-2-pyrrolidinone (5 mL) were heated together at 80° C. in a sealed tube for 22 hours, cooled and poured into brine (50 mL), extracted into ethyl acetate (3×50 mL), washed with brine (3×50 mL), dried over anhydrous magnesium sulfate, filtered and concentrated to give an oil. This was purified by Waters' MCX resin and then by reverse pha...